describe an organic reaction: reactants, conditions, products, and yield From a dataset of the Open Reaction Database (ORD), a public repository of structured organic reaction records. The reactants are CC(C)(C)OC(=O)NC1CCCCCC=CC2CC2(C(=O)O)NC(=O)C2CC(O)CN2C1=O, C1CCOC1, O=[N+]([O-])c1ccc(F)cc1, [H-], [Na+]. Yields the product CC(C)(C)OC(=O)NC1CCCCCC=CC2CC2(C(=O)O)NC(=O)C2CC(Oc3ccc([N+](=O)[O-])cc3)CN2C1=O. Reaction SMILES: [C:1]([CH3:2])([CH3:3])([CH3:4])[O:5][C:6](=[O:7])[NH:8][CH:9]1[CH2:10][CH2:11][CH2:12][CH2:13][CH2:14][CH:15]=[CH:16][CH:17]2[CH2:18][C:19]2([C:31](=[O:32])[OH:33])[NH:20][C:21](=[O:30])[CH:22]2[CH2:23][CH:24]([OH:29])[CH2:25][N:26]2[C:27]1=[O:28].[CH2:46]1[O:47][CH2:48][CH2:49][CH2:50]1.[F:36][c:37]1[cH:38][cH:39][c:40]([N+:43](=[O:44])[O-:45])[cH:41][cH:42]1.[H-:34].[Na+:35]>>[C:1]([CH3:2])([CH3:3])([CH3:4])[O:5][C:6](=[O:7])[NH:8][CH:9]1[CH2:10][CH2:11][CH2:12][CH2:13][CH2:14][CH:15]=[CH:16][CH:17]2[CH2:18][C:19]2([C:31](=[O:32])[OH:33])[NH:20][C:21](=[O:30])[CH:22]2[CH2:23][CH:24]([O:29][c:37]3[cH:38][cH:39][c:40]([N+:43](=[O:44])[O-:45])[cH:41][cH:42]3)[CH2:25][N:26]2[C:27]1=[O:28]. The reactants are vinyl, N1C=NC(=C1)C(=C)C=1C=CC=C2C=CC=NC12 (8-[1-(1H-imidazol-4-yl)-vinyl]-quinoline), [H][H] (hydrogen). Reagents/catalysts: [Pd] (Pd/C). The solvent is FC(C(=O)O)(F)F (trifluoroacetic acid), C(=O)(C(F)(F)F)O (TFA). Product: N1C=NC(=C1)C(C)C=1C=CC=C2C=CC=NC12 (8-[1-(1H-imidazol-4-yl)-ethyl]-quinoline). Yield: 86.2%. Reaction SMILES: [NH:1]1[CH:5]=[C:4]([C:6]([C:8]2[CH:9]=[CH:10][CH:11]=[C:12]3[C:17]=2[N:16]=[CH:15][CH:14]=[CH:13]3)=[CH2:7])[N:3]=[CH:2]1.[H][H]>FC(F)(F)C(O)=O.[Pd]>[NH:1]1[CH:5]=[C:4]([CH:6]([C:8]2[CH:9]=[CH:10][CH:11]=[C:12]3[C:17]=2[N:16]=[CH:15][CH:14]=[CH:13]3)[CH3:7])[N:3]=[CH:2]1. Reported procedure: The vinyl compound, 8-[1-(1H-imidazol-4-yl)-vinyl]-quinoline (0.23 g) in trifluoroacetic acid:TFA (15 mL) was reduced by the action of 10% Pd/C (58 mg) under 50 psi of hydrogen for 18 h at rt. The mixture was filtered through Celite and basified with NH3-MeOH. The solvent was removed under vacuum. The residue was purified by chromatography on silica gel with 4% NH3-MeOH:CH2Cl2 to give 8-[1-(1H-imidazol-4-yl)-ethyl]-quinoline (Intermediate C2) 0.2 g. Reactants: [Na].S(=O)(=O)(O)CCCCOC1=C(C=CC=C1)C1=CC=C(C=C1)S(=O)(=O)O (4,4′-disulfobutoxybiphenyl sodium), OC1=CC=C(C=C1)C1=CC=C(C=C1)O (4,4′-dihydroxybiphenyl), BrCCCC (1-bromobutane), C([O-])([O-])=O.[K+].[K+] (potassium carbonate). Solvent: CC(=O)C (acetone). The product is C(CCC)OC1=CC=C(C=C1)C1=CC=C(C=C1)OCCCC (4,4′-dibutoxybiphenyl). RXN SMILES: [Na].S([CH2:6][CH2:7][CH2:8][CH2:9]OC1C=CC=CC=1C1C=CC(S(O)(=O)=O)=CC=1)(O)(=O)=O.[OH:27][C:28]1[CH:33]=[CH:32][C:31]([C:34]2[CH:39]=[CH:38][C:37]([OH:40])=[CH:36][CH:35]=2)=[CH:30][CH:29]=1.Br[CH2:42][CH2:43][CH2:44][CH3:45].C(=O)([O-])[O-].[K+].[K+]>CC(C)=O>[CH2:6]([O:27][C:28]1[CH:29]=[CH:30][C:31]([C:34]2[CH:39]=[CH:38][C:37]([O:40][CH2:42][CH2:43][CH2:44][CH3:45])=[CH:36][CH:35]=2)=[CH:32][CH:33]=1)[CH2:7][CH2:8][CH3:9] |f:0.1,4.5.6,^1:0|. Procedure details: In the same manner as in (1) above, 4,4′-dihydroxybiphenyl, 1-bromobutane and potassium carbonate were reacted in a proportion of 1:6:6 to prepare the objective compound. The reaction was conducted by heating under reflux at the refluxing temperature of acetone for 6 hours. The reaction solution thus obtained was cooled, potassium carbonate was filtered off, the filtrate was concentrated under reduced pressure and put into water, and the precipitate thus formed was collected by filtration and re... Starting materials: C(C)(=O)OCC (ethyl acetate), O(C1=CC=CC=C1)C1=CC=C(C=C1)C(C)N (1-(4-phenoxyphenyl)ethylamine), COC(C1=C(C=CC=C1)CBr)=O (2-bromomethyl-benzoic acid methyl ester), C(=O)([O-])[O-].[K+].[K+] (K2CO3). Solvent: C1(=CC=CC=C1)C (toluene), hexanes, hexanes. Run at time 16 hour. Product: O(C1=CC=CC=C1)C1=CC=C(C=C1)C(C)N1C(C2=CC=CC=C2C1)=O (2-[1-(4-phenoxyphenyl)-ethyl]-2,3-dihydroisoindol-1-one). The yield is 44.3%. RXN SMILES: [O:1]([C:8]1[CH:13]=[CH:12][C:11]([CH:14]([NH2:16])[CH3:15])=[CH:10][CH:9]=1)[C:2]1[CH:7]=[CH:6][CH:5]=[CH:4][CH:3]=1.C[O:18][C:19](=O)[C:20]1[CH:25]=[CH:24][CH:23]=[CH:22][C:21]=1[CH2:26]Br.C([O-])([O-])=O.[K+].[K+].C(OCC)(=O)C>C1(C)C=CC=CC=1>[O:1]([C:8]1[CH:9]=[CH:10][C:11]([CH:14]([N:16]2[CH2:26][C:21]3[C:20](=[CH:25][CH:24]=[CH:23][CH:22]=3)[C:19]2=[O:18])[CH3:15])=[CH:12][CH:13]=1)[C:2]1[CH:7]=[CH:6][CH:5]=[CH:4][CH:3]=1 |f:2.3.4|. Reported procedure: A mixture of 1-(4-phenoxyphenyl)ethylamine (213 mg, 1 mmol), 2-bromomethyl-benzoic acid methyl ester (250 mg, 1.1 mmol), and K2CO3 (1 g, 7.2 mmol) in toluene (10 mL) was heated at reflux with stirring for 16 h. Workup and silica gel column chromatography using a gradient of hexanes to 30% ethyl acetate in hexanes afforded 2-[1-(4-phenoxyphenyl)-ethyl]-2,3-dihydroisoindol-1-one (146 mg, 44%). GC/MS gave: m/z (rel.int.) 329 (M+, 46), 314 (100), 196 (8) and 77 (8). 1H NMR (300 MHz, CDCl3): δ 1.68 (... The product is CCN(CC)C(=O)Cc1ccccc1Nc1c(Cl)cccc1Cl. Reaction SMILES: [C:25](=[O:26])([O-:27])[O-:28].[CH2:1]([CH3:2])[N:3]([C:4]([CH2:5][c:6]1[c:7]([I:12])[cH:8][cH:9][cH:10][cH:11]1)=[O:13])[CH2:14][CH3:15].[Cu:40].[I-:31].[K+:29].[K+:30].[NH2:16][c:17]1[c:18]([Cl:19])[cH:20][cH:21][cH:22][c:23]1[Cl:24].[c:32]1([CH3:33])[c:34]([CH3:35])[cH:36][cH:37][cH:38][cH:39]1>>[CH2:1]([CH3:2])[N:3]([C:4]([CH2:5][c:6]1[c:7]([NH:16][c:17]2[c:18]([Cl:19])[cH:20][cH:21][cH:22][c:23]2[Cl:24])[cH:8][cH:9][cH:10][cH:11]1)=[O:13])[CH2:14][CH3:15]. The reactants are O=C([O-])[O-], CCN(CC)C(=O)Cc1ccccc1I, [Cu], [I-], [K+], [K+], Nc1c(Cl)cccc1Cl, Cc1ccccc1C. Starting materials: Nc1ccccc1Cl, ClC(Cl)Cl, ClCCl, Nc1ccc(F)cc1C(=O)O, O=S(Cl)Cl, c1ccccc1. Product: Nc1ccc(F)cc1C(=O)Nc1ccccc1Cl. As a reaction SMILES: [Cl:16][c:17]1[c:18]([NH2:19])[cH:20][cH:21][cH:22][cH:23]1.[Cl:24][CH:25]([Cl:26])[Cl:27].[Cl:34][CH2:35][Cl:36].[NH2:1][c:2]1[c:3]([C:4](=[O:5])[OH:6])[cH:7][c:8]([F:11])[cH:9][cH:10]1.[S:12]([Cl:13])([Cl:14])=[O:15].[cH:28]1[cH:29][cH:30][cH:31][cH:32][cH:33]1>>[NH2:1][c:2]1[c:3]([C:4](=[O:6])[NH:19][c:18]2[c:17]([Cl:16])[cH:23][cH:22][cH:21][cH:20]2)[cH:7][c:8]([F:11])[cH:9][cH:10]1. The reactants are Cc1cccc2cc(C=O)c(Cl)nc12, [K+], [K+], O=C([O-])[O-], CC(=O)[O-], CC(=O)[O-], O, [Pd+2], c1ccc(P(c2ccccc2)c2ccccc2)cc1, OB(O)c1ccsc1. The product is Cc1cccc2cc(C=O)c(-c3ccsc3)nc12. Reaction SMILES: [Cl:1][c:2]1[n:3][c:4]2[c:5]([CH3:14])[cH:6][cH:7][cH:8][c:9]2[cH:10][c:11]1[CH:12]=[O:13].[K+:23].[K+:24].[O-:25][C:26]([O-:27])=[O:28].[O-:50][C:51]([CH3:52])=[O:53].[O-:54][C:55]([CH3:56])=[O:57].[OH2:48].[Pd+2:49].[c:29]1([P:30]([c:31]2[cH:32][cH:33][cH:34][cH:35][cH:36]2)[c:37]2[cH:38][cH:39][cH:40][cH:41][cH:42]2)[cH:43][cH:44][cH:45][cH:46][cH:47]1.[s:15]1[cH:16][c:17]([B:20]([OH:21])[OH:22])[cH:18][cH:19]1>>[c:2]1(-[c:17]2[cH:16][s:15][cH:19][cH:18]2)[n:3][c:4]2[c:5]([CH3:14])[cH:6][cH:7][cH:8][c:9]2[cH:10][c:11]1[CH:12]=[O:13]. The reactants are FC(C1=CC=C(N)C=C1)(F)F (4-(trifluoromethyl)aniline), O=C1CCN(CC1)[C@@H](CC#N)C ((R)-3-(4-oxo-piperidin-1-yl)-butyronitrile). Yields the product NCC[C@@H](C)N1CCC(CC1)NC1=CC=C(C=C1)C(F)(F)F ([1-((R)-3-amino-1-methyl-propyl)-piperidin-4-yl]-(4-trifluoromethyl-phenyl)-amine). As a reaction SMILES: [F:1][C:2]([F:11])([F:10])[C:3]1[CH:9]=[CH:8][C:6]([NH2:7])=[CH:5][CH:4]=1.O=[C:13]1[CH2:18][CH2:17][N:16]([C@H:19]([CH3:23])[CH2:20][C:21]#[N:22])[CH2:15][CH2:14]1>>[NH2:22][CH2:21][CH2:20][C@H:19]([N:16]1[CH2:17][CH2:18][CH:13]([NH:7][C:6]2[CH:8]=[CH:9][C:3]([C:2]([F:10])([F:11])[F:1])=[CH:4][CH:5]=2)[CH2:14][CH2:15]1)[CH3:23]. Procedure details: Using general procedure A with 4-(trifluoromethyl)aniline (0.19 mL, 1.51 mmol) and (R)-3-(4-oxo-piperidin-1-yl)-butyronitrile (302 mg, 1.82 mmol) followed by general procedure J afforded [1-((R)-3-amino-1-methyl-propyl)-piperidin-4-yl]-(4-trifluoromethyl-phenyl)-amine as a pale blue solid (232 mg, 49% over 2 steps). Reactants: FC1=C(C=CC=C1)[N+](=O)[O-] (2-fluoronitrobenzene), OCCC1=NC=CC=C1 (2-(2-hydroxyethyl)pyridine), C([O-])([O-])=O.[Cs+].[Cs+] (cesium carbonate). Solvent: CN(C=O)C (dimethyformamide). Yields the product [N+](=O)([O-])C1=C(OCCC2=NC=CC=C2)C=CC=C1 (2-[2-(2-nitrophenoxy)ethyl]pyridine). As a reaction SMILES: F[C:2]1[CH:7]=[CH:6][CH:5]=[CH:4][C:3]=1[N+:8]([O-:10])=[O:9].[OH:11][CH2:12][CH2:13][C:14]1[CH:19]=[CH:18][CH:17]=[CH:16][N:15]=1.C(=O)([O-])[O-].[Cs+].[Cs+]>CN(C)C=O>[N+:8]([C:3]1[CH:4]=[CH:5][CH:6]=[CH:7][C:2]=1[O:11][CH2:12][CH2:13][C:14]1[CH:19]=[CH:18][CH:17]=[CH:16][N:15]=1)([O-:10])=[O:9] |f:2.3.4|. Procedure: 7.05 g (50 mmol) of 2-fluoronitrobenzene, 6.77 g (50 mmol) of 2-(2-hydroxyethyl)pyridine and 16.62 g (50 mmol) of cesium carbonate in 30 mL of dimethyformamide were stirred at room temperature for 7 days. The mixture was then filtered, and the filtrate was subjected to fractional distillation. The solvent and unreacted 2-fluoronitribenzene distilled below 100° C. at 8 to 4 mbar. The product distilled in a bulb tube still at 170 to 180° C. of furnace temperature under a vacuum of 3 mbar.